From a dataset of the Open Reaction Database (ORD), a public repository of structured organic reaction records. describe an organic reaction: reactants, conditions, products, and yield Starting materials: BrC=1C=C(C(=O)NCC=2C=NC(=NC2)C)C=C(C1)C(=O)N1CCCC1 (3-bromo-N-((2-methylpyrimidin-5-yl)methyl)-5-(pyrrolidine-1-carbonyl)benzamide), CC=1C=CC(=C(C#N)C1)B1OC(C(O1)(C)C)(C)C (5-methyl-2-(4,4,5,5-tetramethyl-1,3,2-dioxaborolan-2-yl)benzonitrile), C1(=CC=CC=C1)C (toluene), C([O-])([O-])=O.[Cs+].[Cs+] (cesium carbonate). Reagents/catalysts: C=1C=CC(=CC1)[P](C=2C=CC=CC2)(C=3C=CC=CC3)[Pd]([P](C=4C=CC=CC4)(C=5C=CC=CC5)C=6C=CC=CC6)([P](C=7C=CC=CC7)(C=8C=CC=CC8)C=9C=CC=CC9)[P](C=1C=CC=CC1)(C=1C=CC=CC1)C=1C=CC=CC1 (tetrakis(triphenylphosphine)palladium(0)). Solvent: O (water), C(C)O (ethanol). Run at temperature 90 celsius. Product: C(#N)C1=C(C=CC(=C1)C)C1=CC(=CC(=C1)C(=O)N1CCCC1)C(=O)NCC=1C=NC(=NC1)C (2′-Cyano-4′-methyl-N-((2-methylpyrimidin-5-yl)methyl)-5-(pyrrolidine-1-carbonyl)biphenyl-3-carboxamide). RXN SMILES: Br[C:2]1[CH:3]=[C:4]([CH:16]=[C:17]([C:19]([N:21]2[CH2:25][CH2:24][CH2:23][CH2:22]2)=[O:20])[CH:18]=1)[C:5]([NH:7][CH2:8][C:9]1[CH:10]=[N:11][C:12]([CH3:15])=[N:13][CH:14]=1)=[O:6].[CH3:26][C:27]1[CH:28]=[CH:29][C:30](B2OC(C)(C)C(C)(C)O2)=[C:31]([CH:34]=1)[C:32]#[N:33].C1(C)C=CC=CC=1.C(=O)([O-])[O-].[Cs+].[Cs+]>C1C=CC([P]([Pd]([P](C2C=CC=CC=2)(C2C=CC=CC=2)C2C=CC=CC=2)([P](C2C=CC=CC=2)(C2C=CC=CC=2)C2C=CC=CC=2)[P](C2C=CC=CC=2)(C2C=CC=CC=2)C2C=CC=CC=2)(C2C=CC=CC=2)C2C=CC=CC=2)=CC=1.O.C(O)C>[C:32]([C:31]1[CH:34]=[C:27]([CH3:26])[CH:28]=[CH:29][C:30]=1[C:2]1[CH:18]=[C:17]([C:19]([N:21]2[CH2:25][CH2:24][CH2:23][CH2:22]2)=[O:20])[CH:16]=[C:4]([C:5]([NH:7][CH2:8][C:9]2[CH:10]=[N:11][C:12]([CH3:15])=[N:13][CH:14]=2)=[O:6])[CH:3]=1)#[N:33] |f:3.4.5,^1:60,62,81,100|. Procedure details: Into a Parr pressure reactor were charged 3-bromo-N-((2-methylpyrimidin-5-yl)methyl)-5-(pyrrolidine-1-carbonyl)benzamide (240 mg, 0.48 mmol), 5-methyl-2-(4,4,5,5-tetramethyl-1,3,2-dioxaborolan-2-yl)benzonitrile (160 mg, 0.58 mmol) (WO 2008/130481), toluene (5 mL), ethanol (1 mL), cesium carbonate (170 mg, 0.52 mmol), and water (0.5 mL). The mixture was degassed and purged with nitrogen several times and then tetrakis(triphenylphosphine)palladium(0) (28 mg, 0.024 mmol) was added. The tube was sea... The solvent is O (water), CS(=O)C (DMSO). Procedure: To a solution of 2-benzoylquinoline (4.0 g) and (5-carboxy-l-pentyl)triphenylphosphonium bromide (11.8 g) in DMSO (50 ml) was added potassium t-butoxide (5.8 g) gradually and the mixture was stirred at room temperature for 30 minutes. This reaction mixture was poured in iced water and washed with toluene. The aqueous layer was neutralized with 3N HCl and extracted with ethyl acetate. The extract was washed with saturated aqueous sodium chloride solution and dried and the solvent was distilled of... RXN SMILES: [C:1]([C:9]1[CH:18]=[CH:17][C:16]2[C:11](=[CH:12][CH:13]=[CH:14][CH:15]=2)[N:10]=1)(=O)[C:2]1[CH:7]=[CH:6][CH:5]=[CH:4][CH:3]=1.[Br-].[C:20]([CH2:23][CH2:24][CH2:25][CH2:26][CH2:27][P+](C1C=CC=CC=1)(C1C=CC=CC=1)C1C=CC=CC=1)([OH:22])=[O:21].CC(C)([O-])C.[K+]>CS(C)=O.O>[C:2]1([C:1]([C:9]2[CH:18]=[CH:17][C:16]3[C:11](=[CH:12][CH:13]=[CH:14][CH:15]=3)[N:10]=2)=[CH:27][CH2:26][CH2:25][CH2:24][CH2:23][C:20]([OH:22])=[O:21])[CH:7]=[CH:6][CH:5]=[CH:4][CH:3]=1 |f:1.2,3.4|. Starting materials: C(C1=CC=CC=C1)(=O)C1=NC2=CC=CC=C2C=C1 (2-benzoylquinoline), [Br-].C(=O)(O)CCCCC[P+](C1=CC=CC=C1)(C1=CC=CC=C1)C1=CC=CC=C1 ((5-carboxy-l-pentyl)triphenylphosphonium bromide), CC(C)([O-])C.[K+] (potassium t-butoxide). Run at time 30 minute. The product is C1(=CC=CC=C1)C(=CCCCCC(=O)O)C1=NC2=CC=CC=C2C=C1 (7-phenyl-7-(2-quinolyl)-6-heptenoic acid). Isolated yield 15.8%. The reactants are CO, Nc1ccc(N2CCN3CCC2CC3)cc1, O=C=Nc1ccccc1. Product: O=C(Nc1ccccc1)Nc1ccc(N2CCN3CCC2CC3)cc1. Reaction SMILES: [CH3:26][OH:27].[N:1]12[CH2:2][CH2:3][N:4]([c:10]3[cH:11][cH:12][c:13]([NH2:16])[cH:14][cH:15]3)[CH:5]([CH2:6][CH2:7]1)[CH2:8][CH2:9]2.[c:17]1([N:23]=[C:24]=[O:25])[cH:18][cH:19][cH:20][cH:21][cH:22]1>>[N:1]12[CH2:2][CH2:3][N:4]([c:10]3[cH:11][cH:12][c:13]([NH:16][C:24]([NH:23][c:17]4[cH:18][cH:19][cH:20][cH:21][cH:22]4)=[O:25])[cH:14][cH:15]3)[CH:5]([CH2:6][CH2:7]1)[CH2:8][CH2:9]2. Starting materials: O.NN (hydrazine hydrate), [N+](=O)([O-])C1=CC=C(C=C1)C(=C(C#N)C#N)SC (3-(4-nitrophenyl)-3-methylmercapto-2-cyano-acrylonitrile). Solvent: CO (methanol). Reaction conditions: time 8 hour. The product is NC1=C(C(=NN1)C1=CC=C(C=C1)[N+](=O)[O-])C#N (5-amino-3-(4-nitrophenyl)-1H-pyrazole-4-carbonitrile). As a reaction SMILES: O.[NH2:2][NH2:3].[N+:4]([C:7]1[CH:12]=[CH:11][C:10]([C:13](SC)=[C:14]([C:17]#[N:18])[C:15]#[N:16])=[CH:9][CH:8]=1)([O-:6])=[O:5]>CO>[NH2:16][C:15]1[NH:3][N:2]=[C:13]([C:10]2[CH:11]=[CH:12][C:7]([N+:4]([O-:6])=[O:5])=[CH:8][CH:9]=2)[C:14]=1[C:17]#[N:18] |f:0.1|. Reported procedure: 0.05 ml (1.00 mmol) of hydrazine hydrate is added dropwise to 245.3 mg (1.00 mmol) of 3-(4-nitrophenyl)-3-methylmercapto-2-cyano-acrylonitrile in 1.3 ml of methanol and the reaction mixture is then boiled for 8 hours and then concentrated by evaporation. The residue is stirred with ethyl acetate and filtered, yielding 5-amino-3-(4-nitrophenyl)-1H-pyrazole-4-carbonitrile; TLC: Rf =0.14 (ethyl acetate:hexane=1:1). Starting materials: O=C([O-])[O-], CS(C)=O, Clc1cnc(Cl)c(Cl)c1, [K+], [K+], O, CC(Oc1ccc(O)cc1)C(=O)N1CCCO1, c1ccccc1. Product: CC(Oc1ccc(Oc2ncc(Cl)cc2Cl)cc1)C(=O)N1CCCO1. Reaction SMILES: [C:27](=[O:28])([O-:29])[O-:30].[CH3:33][S:34]([CH3:35])=[O:36].[Cl:1][c:2]1[n:3][cH:4][c:5]([Cl:9])[cH:6][c:7]1[Cl:8].[K+:31].[K+:32].[OH2:43].[OH:10][c:11]1[cH:12][cH:13][c:14]([O:15][CH:16]([C:17](=[O:18])[N:19]2[O:20][CH2:21][CH2:22][CH2:23]2)[CH3:24])[cH:25][cH:26]1.[cH:37]1[cH:38][cH:39][cH:40][cH:41][cH:42]1>>[c:2]1([O:10][c:11]2[cH:12][cH:13][c:14]([O:15][CH:16]([C:17](=[O:18])[N:19]3[O:20][CH2:21][CH2:22][CH2:23]3)[CH3:24])[cH:25][cH:26]2)[n:3][cH:4][c:5]([Cl:9])[cH:6][c:7]1[Cl:8]. Starting materials: C(C=C)OC=1C=C(N)C=CC1Cl (3-(allyloxy)-4-chloroaniline), C1(C=2C(C(=O)O1)=CC=CC2)=O (phthalic anhydride), C(C=C)C1=C(C=CC(=C1O)Cl)N1C(C2=C(C1=O)CCCC2)=O (N-(2-allyl-4-chloro-3-hydroxyphenyl)-3,4,5,6-tetrahydrophthalimide). Product: ClC1=CC=C(C=2CC(OC21)CO)N2C(C=1C(C2=O)=CC=CC1)=O (N-(7-chloro-2,3-dihydro-2-(hydroxymethyl)-4-benzofuranyl)phthalimide). Reaction SMILES: C([O:4]C1C=C(C=CC=1Cl)N)C=C.C1(=O)OC(=O)C2=CC=CC=C12.[CH2:24]([C:27]1[C:32]([OH:33])=[C:31]([Cl:34])[CH:30]=[CH:29][C:28]=1[N:35]1[C:39](=[O:40])[C:38]2[CH2:41][CH2:42][CH2:43][CH2:44][C:37]=2[C:36]1=[O:45])[CH:25]=[CH2:26]>>[Cl:34][C:31]1[C:32]2[O:33][CH:25]([CH2:26][OH:4])[CH2:24][C:27]=2[C:28]([N:35]2[C:39](=[O:40])[C:38]3=[CH:41][CH:42]=[CH:43][CH:44]=[C:37]3[C:36]2=[O:45])=[CH:29][CH:30]=1. Reported procedure: The title compound was prepared, as a white solid, m.p.: 181°-183° C., from 3B and phthalic anhydride in three steps, according to the procedures described for preparing Example 4 from 3D. The reactants are CCOC(=O)C1=NCCc2cc(OC)c([N+](=O)[O-])cc21, CC(=O)O, [Na+], O=C([O-])O. Product: CCOC(=O)C1NCCc2cc(OC)c([N+](=O)[O-])cc21. RXN SMILES: [CH2:1]([CH3:2])[O:3][C:4](=[O:5])[C:6]1=[N:7][CH2:8][CH2:9][c:10]2[cH:11][c:12]([O:19][CH3:20])[c:13]([N+:16](=[O:17])[O-:18])[cH:14][c:15]21.[CH3:26][C:27](=[O:28])[OH:29].[Na+:25].[O-:21][C:22]([OH:23])=[O:24]>>[CH2:1]([CH3:2])[O:3][C:4](=[O:5])[CH:6]1[NH:7][CH2:8][CH2:9][c:10]2[cH:11][c:12]([O:19][CH3:20])[c:13]([N+:16](=[O:17])[O-:18])[cH:14][c:15]21. The reactants are O (water), CC1(C=2C=CC(=CC2C(CC1)(C)C)C(=O)COC1=C(C=C(C(=O)OC)C=C1)C)C (methyl 4-[(5,6,7,8-tetrahydro-5,5,8,8-tetramethyl-2-naphthoyl)methyloxy]-3-methylbenzoate), C(C1=CC=CC=C1)(=O)OOC(C1=CC=CC=C1)=O (benzoyl peroxide), BrN1C(CCC1=O)=O (N-bromosuccinimide). Run in ClCCl (dichloromethane), C(Cl)(Cl)(Cl)Cl (carbon tetrachloride). The product is CC1(C=2C=CC(=CC2C(CC1)(C)C)C(=O)COC1=C(C=C(C(=O)OC)C=C1)CBr)C (methyl 4-[(5,6,7,8-tetrahydro-5,5,8,8-tetramethyl-2-naphthoyl)methyloxy]-3-bromomethylbenzoate). As a reaction SMILES: [CH3:1][C:2]1([CH3:29])[CH2:11][CH2:10][C:9]([CH3:13])([CH3:12])[C:8]2[CH:7]=[C:6]([C:14]([CH2:16][O:17][C:18]3[CH:27]=[CH:26][C:21]([C:22]([O:24][CH3:25])=[O:23])=[CH:20][C:19]=3[CH3:28])=[O:15])[CH:5]=[CH:4][C:3]1=2.C(OOC(=O)C1C=CC=CC=1)(=O)C1C=CC=CC=1.[Br:48]N1C(=O)CCC1=O.O>C(Cl)(Cl)(Cl)Cl.ClCCl>[CH3:1][C:2]1([CH3:29])[CH2:11][CH2:10][C:9]([CH3:12])([CH3:13])[C:8]2[CH:7]=[C:6]([C:14]([CH2:16][O:17][C:18]3[CH:27]=[CH:26][C:21]([C:22]([O:24][CH3:25])=[O:23])=[CH:20][C:19]=3[CH2:28][Br:48])=[O:15])[CH:5]=[CH:4][C:3]1=2. Procedure details: A solution of methyl 4-[(5,6,7,8-tetrahydro-5,5,8,8-tetramethyl-2-naphthoyl)methyloxy]-3-methylbenzoate (3.73 g, 9.5 mmol), benzoyl peroxide (0.02 g) and N-bromosuccinimide (1.74 g, 9.8 mmol) in carbon tetrachloride (200 ml) was heated to reflux and irradiated with a 1000 W lamp for fifteen minutes. 300 ml of water and 150 ml of dichloromethane were added. After separation of the phases once settling had taken place, the organic phase was washed twice, with 250 ml of water, and dried over magnes...